Task: describe an organic reaction: reactants, conditions, products, and yield. Dataset: the Open Reaction Database (ORD), a public repository of structured organic reaction records The reactants are CC1OC2=C(C1)C=C(C=C2C(=O)O)S(N)(=O)=O ((-)-2-methyl-5-sulfamoyl-2,3-dihydrobenzofuran-7-carboxylic acid), CN(C=O)C (dimethylformamide), NCC1N(CCC1)CC ((+)-2-aminomethyl-1-ethylpyrrolidine), C(OCC)(=O)Cl (ethyl chlorocarbonate). Solvent: C(C)N(CC)CC (triethylamine), CC(=O)C (acetone), O (water). Reaction conditions: temperature 15 celsius, time 8 hour. Product: C(C)N1C(CCC1)CNC(=O)C1=CC(=CC=2CC(OC21)C)S(N)(=O)=O (N-(1-ethyl-2-pyrrolidinylmethyl)-2-methyl-5-sulfamoyl-2,3-dihydrobenzofuran-7-carboxamide). RXN SMILES: [CH3:1][CH:2]1[CH2:6][C:5]2[CH:7]=[C:8]([S:14](=[O:17])(=[O:16])[NH2:15])[CH:9]=[C:10]([C:11]([OH:13])=O)[C:4]=2[O:3]1.CN(C)C=O.C(Cl)(=O)OCC.[NH2:29][CH2:30][CH:31]1[CH2:35][CH2:34][CH2:33][N:32]1[CH2:36][CH3:37]>O.C(N(CC)CC)C.CC(C)=O>[CH2:36]([N:32]1[CH2:33][CH2:34][CH2:35][CH:31]1[CH2:30][NH:29][C:11]([C:10]1[C:4]2[O:3][CH:2]([CH3:1])[CH2:6][C:5]=2[CH:7]=[C:8]([S:14](=[O:17])(=[O:16])[NH2:15])[CH:9]=1)=[O:13])[CH3:37]. Procedure: To a solution of 6 g of (-)-2-methyl-5-sulfamoyl-2,3-dihydrobenzofuran-7-carboxylic acid [[α]D =-17.04° (dimethylformamide, c=1)] in a mixed solvent of 55 ml of dimethylformamide and 55 ml of acetone is added 5.9 g of triethylamine and the whole is stirred. The system is cooled to 15° C. and 2.7 g of ethyl chlorocarbonate is added dropwise for 10 minutes. After stirring at room temperature for 40-45 minutes, 7.5 g of (+)-2-aminomethyl-1-ethylpyrrolidine is added. The reactant is stirred at room ...